From a dataset of the Open Reaction Database (ORD), a public repository of structured organic reaction records. describe an organic reaction: reactants, conditions, products, and yield The reactants are ice, [OH-].[Na+] (NaOH), BrC1=C(C=CC(=C1)OC)OC (2-bromo-1,4-bis(methyloxy)benzene), C(C1=CC=CC=C1)(=O)Cl (benzoyl chloride), OS(=O)(=O)C(F)(F)F (triflic acid). Run in CO (MeOH), O (water), C(Cl)Cl (DCM). Conditions: time 48 hour. Yields the product BrC1=CC(=C(C=C1OC)C(=O)C1=CC=CC=C1)OC ([4-bromo-2,5-bis(methyloxy)phenyl](phenyl)methanone). Yield: 76.0%. As a reaction SMILES: [Br:1][C:2]1[CH:7]=[C:6]([O:8][CH3:9])[CH:5]=[CH:4][C:3]=1[O:10][CH3:11].[C:12](Cl)(=[O:19])[C:13]1[CH:18]=[CH:17][CH:16]=[CH:15][CH:14]=1.OS(C(F)(F)F)(=O)=O.[OH-].[Na+]>C(Cl)Cl.O.CO>[Br:1][C:2]1[C:3]([O:10][CH3:11])=[CH:4][C:5]([C:12]([C:13]2[CH:18]=[CH:17][CH:16]=[CH:15][CH:14]=2)=[O:19])=[C:6]([O:8][CH3:9])[CH:7]=1 |f:3.4|. Procedure: To a solution of 2-bromo-1,4-bis(methyloxy)benzene (2.0 g, 9.21 mmol) and benzoyl chloride (1.229 mL, 10.596 mmol, 1.15 eq) in DCM (9.5 mL, C=1.0M) at 0° C. was added triflic acid (0.815 mL, 9.21 mmol) over 5 min. The reaction mixture was allowed to warm to ambient temperature (40 min) and then slowly heated to gentle reflux (oil bath at 42° C.) and stirred for 48 h. The reaction mixture was cooled to r.t., and MeOH (0.3 mL) was added and stirring was continued for 30 min. The reaction mixture w... Starting materials: C(C1=CC=CC=C1)O[C@H]([C@H](CCC1=C(C=CC=C1)SC)OS(=O)(=O)C)C (2-[(3S,4S)-4-benzyloxy-3-methanesulfonyloxypentyl]thioanisole), O (water), N1C=NC(=C1)C(=O)N (imidazole-4-carboxamide), [H-].[Na+] (sodium hydride). Solvent: CN(C)C=O (DMF), CN(C)C=O (DMF). Conditions: time 20 minute. Yields the product C(C1=CC=CC=C1)O[C@@H](C)[C@@H](CCC1=C(C=CC=C1)SC)N1C=NC(=C1)C(=O)N (1-[(2S,3R)-2-benzyloxy-5-(2-(methylthio)phenyl)-3-pentyl]imidazole-4-carboxamide). Yield: 10.1%. Reaction SMILES: [NH:1]1[CH:5]=[C:4]([C:6]([NH2:8])=[O:7])[N:3]=[CH:2]1.[H-].[Na+].[CH2:11]([O:18][C@@H:19]([CH3:36])[C@@H:20](OS(C)(=O)=O)[CH2:21][CH2:22][C:23]1[CH:28]=[CH:27][CH:26]=[CH:25][C:24]=1[S:29][CH3:30])[C:12]1[CH:17]=[CH:16][CH:15]=[CH:14][CH:13]=1.O>CN(C=O)C>[CH2:11]([O:18][C@H:19]([C@H:20]([N:1]1[CH:5]=[C:4]([C:6]([NH2:8])=[O:7])[N:3]=[CH:2]1)[CH2:21][CH2:22][C:23]1[CH:28]=[CH:27][CH:26]=[CH:25][C:24]=1[S:29][CH3:30])[CH3:36])[C:12]1[CH:17]=[CH:16][CH:15]=[CH:14][CH:13]=1 |f:1.2|. Reported procedure: A suspension of imidazole-4-carboxamide (313 mg) in DMF (3.8 ml) was treated with sodium hydride (60% in mineral oil, 129 mg) at ice-bath temperature and the mixture was stirred at room temperature for 20 min. A solution of 2-[(3S,4S)-4-benzyloxy-3-methanesulfonyloxypentyl]thioanisole (0.92 g) in DMF (7.5 ml) was added and the mixture was stirred at 85° C. for 3 days. The mixture was poured into water and extracted with ethyl acetate. The extract was washed with water, dried and concentrated in ... Product: CCc1nc2c(C)cc(C)cc2n1Cc1ccc2c(c1)COc1ccccc1C2=C(C)C#N. RXN SMILES: [Br-:31].[CH2:41]([CH3:42])[c:43]1[nH:44][c:45]2[c:46]([n:47]1)[cH:48][c:49]([CH3:53])[cH:50][c:51]2[CH3:52].[CH2:56]1[O:57][CH2:58][CH2:59][CH2:60]1.[CH3:32][S:33]([O:34][S:35]([CH3:36])(=[O:37])=[O:38])(=[O:39])=[O:40].[CH3:66][CH2:67][O:68][C:69](=[O:70])[CH3:71].[Li+:30].[Li+:54].[O:61]=[CH:62][N:63]([CH3:64])[CH3:65].[OH-:55].[OH:1][CH2:2][c:3]1[cH:4][c:5]2[c:6]([cH:20][cH:21]1)[C:7](=[C:16]([C:17]#[N:18])[CH3:19])[c:8]1[c:9]([cH:12][cH:13][cH:14][cH:15]1)[O:10][CH2:11]2.[n:22]1[c:23]([CH3:24])[cH:25][cH:26][cH:27][c:28]1[CH3:29]>>[CH2:2]([c:3]1[cH:4][c:5]2[c:6]([cH:20][cH:21]1)[C:7](=[C:16]([C:17]#[N:18])[CH3:19])[c:8]1[c:9]([cH:12][cH:13][cH:14][cH:15]1)[O:10][CH2:11]2)[n:47]1[c:43]([CH2:41][CH3:42])[n:44][c:45]2[c:46]1[cH:48][c:49]([CH3:53])[cH:50][c:51]2[CH3:52]. Starting materials: [Br-], CCc1nc2cc(C)cc(C)c2[nH]1, C1CCOC1, CS(=O)(=O)OS(C)(=O)=O, CCOC(C)=O, [Li+], [Li+], CN(C)C=O, [OH-], CC(C#N)=C1c2ccc(CO)cc2COc2ccccc21, Cc1cccc(C)n1. The product is C(C)(=O)OCC1=NC=C(C=C1)CC (2-acetoxymethyl-5-ethyl pyridine). Reaction SMILES: [C:1]([O:4][CH2:5][C:6]1[CH:11]=[CH:10][C:9]([CH3:12])=[CH:8][N:7]=1)(=[O:3])[CH3:2].[CH2:13](C1C=CC(C)=NC=1)C>>[C:1]([O:4][CH2:5][C:6]1[CH:11]=[CH:10][C:9]([CH2:12][CH3:13])=[CH:8][N:7]=1)(=[O:3])[CH3:2]. Procedure: This synthesis was performed analogously to the synthesis reported for 2-acetoxymethyl-5-methyl pyridine. Starting from 5-ethyl-2-methyl pyridine (35.10 g, 290 mmol), pure 2-acetoxymethyl-5-ethyl pyridine (46.19 g, 258 mmol, 89%) was obtained as a slightly yellow oil. The reactants are C(C)(=O)OCC1=NC=C(C=C1)C (2-acetoxymethyl-5-methyl pyridine), C(C)C=1C=CC(=NC1)C (5-ethyl-2-methyl pyridine). Isolated yield 89.0%. The reactants are BrC=1SC(=C(C1C(CCl)=O)Cl)Cl (1-(2-Bromo-4,5-dichloro-thiophen-3-yl)-2-chloro-ethanone), ClC=1SC(=CC1)Cl (2,5-dichlorothiophene), ClCC(=O)Cl (chloroacetyl chloride). The product is ClCC(=O)C1=C(SC(=C1)Cl)Cl (2-Chloro-1-(2,5-dichloro-thiophen-3-yl)-ethanone). Yield: 91.0%. As a reaction SMILES: Br[C:2]1[S:3][C:4]([Cl:12])=[C:5](Cl)[C:6]=1[C:7](=[O:10])[CH2:8][Cl:9].[Cl:13]C1SC(Cl)=CC=1.ClCC(Cl)=O>>[Cl:9][CH2:8][C:7]([C:6]1[CH:5]=[C:4]([Cl:12])[S:3][C:2]=1[Cl:13])=[O:10]. Procedure: General procedure described for compounds 1 and 2 starting from 2,5-dichlorothiophene and chloroacetyl chloride. Purified by column chromatography column (hexane:ethyl acetate 12:1), yield 91%, m.p.: 43-44° C. (ethanol), 1H-NMR (CDCl3): δ7.1 (s, 1H, CH-Aromat), 4.6 (s, 2H, CH2); 13C-NMR (CDCl3): 186.6 (CO), 136.9 (C—Cl), 136.0 (C—CO), 130.2 (C—Cl), 129.4 (CH—Ar), 50.6 (CH2); M/z (EI): 234, 232, 230, 228 (M+, 1, 6, 16, 16%), 183, 181, 179 (M-CH2Cl, 18, 79, 100%), 155, 153, 151 (M-COCH2Cl, 3, 13, ... Reactants: C(C1=CC=CC=C1)N1CCN(CC1)C=1C=CC=C2C=CC=NC12 (8-(4-benzyl-piperazin-1-yl)quinoline), ClC(=O)OC=C (vinyl chloroformate). Run in C(Cl)Cl (methylene chloride). Reaction conditions: time 1 hour. The product is N1(CCNCC1)C=1C=CC=C2C=CC=NC12 (8-(Piperazin-1-yl)-quinoline). The yield is 100.2%. RXN SMILES: C([N:8]1[CH2:13][CH2:12][N:11]([C:14]2[CH:15]=[CH:16][CH:17]=[C:18]3[C:23]=2[N:22]=[CH:21][CH:20]=[CH:19]3)[CH2:10][CH2:9]1)C1C=CC=CC=1.ClC(OC=C)=O>C(Cl)Cl>[N:11]1([C:14]2[CH:15]=[CH:16][CH:17]=[C:18]3[C:23]=2[N:22]=[CH:21][CH:20]=[CH:19]3)[CH2:12][CH2:13][NH:8][CH2:9][CH2:10]1. Procedure: To a solution of 8-(4-benzyl-piperazin-1-yl)quinoline (2.63 g, 8.7 mmol) in methylene chloride (30 ml) was added vinyl chloroformate (1.1 ml, 13 mmol) at room temperature slowly. The reaction mixture was refluxed for 2 hours, and then concentrated under vacuum. The residue was dissolved in 12 N hydrochloric acid (20 ml) and stirred at room temperature for 1 hour. The mixture was concentrated, the residue was taken up with 40 ml ethanol and heated up to 50° C. for 2 hours. The solvent was removed... Reactants: CC1Cc2nc(N3CCN(Cc4ccccc4)CC3)ncc2C(=O)O1, CCO. Product: CC1Cc2nc(N3CCNCC3)ncc2C(=O)O1. As a reaction SMILES: [CH2:1]([c:2]1[cH:3][cH:4][cH:5][cH:6][cH:7]1)[N:8]1[CH2:9][CH2:10][N:11]([c:14]2[n:15][cH:16][c:17]3[c:18]([n:19]2)[CH2:20][CH:21]([CH3:25])[O:22][C:23]3=[O:24])[CH2:12][CH2:13]1.[CH3:26][CH2:27][OH:28]>>[NH:8]1[CH2:9][CH2:10][N:11]([c:14]2[n:15][cH:16][c:17]3[c:18]([n:19]2)[CH2:20][CH:21]([CH3:25])[O:22][C:23]3=[O:24])[CH2:12][CH2:13]1.